This data is from the Open Reaction Database (ORD), a public repository of structured organic reaction records. The task is: describe an organic reaction: reactants, conditions, products, and yield Starting materials: C(C1=CC=CC=C1)(=O)O[C@@H]1C[C@@H]2CC=C3C4=CC[C@H]([C@@H](CCCC(C)C)C)[C@]4(CC[C@@H]3[C@]2(CC1)C)C ((3β,5α)- cholesta-7,14-dien-3-ol benzoate), C(C1=CC=CC=C1)(=O)O[C@@H]1C[C@@H]2CC=C3[C@]45[C@H](C[C@H]([C@@H](CCCC(C)C)C)[C@]4(CC[C@@H]3[C@]2(CC1)C)C)O5 ((3β,5α, 15α)-14,15-epoxycholest-7-en-3-ol benzoate), C(C1=CC=CC=C1)(=O)O[C@@H]1C[C@@H]2CC=C3[C@]45[C@H](C[C@H]([C@@H](CCCC(C)C)C)[C@]4(CC[C@@H]3[C@]2(CC1)C)C)O5 ((3β,5α, 15α)-14,15-epoxycholest-7-en-3-ol benzoate), Cl(=O)(=O)(=O)O (perchloric acid). Solvent: CC(=O)C (acetone). Product: C(C1=CC=CC=C1)(=O)O[C@@H]1C[C@@H]2CCC3=C4C(C[C@H]([C@@H](CCCC(C)C)C)[C@]4(CC[C@@H]3[C@]2(CC1)C)C)=O ((3β,5α)-3-(benzoyloxy)cholest-8(14)-en-15-one). As a reaction SMILES: C(O[C@H]1CC[C@@]2(C)[C@@H](CC=C3[C@@H]2CC[C@@]2(C)C3=CC[C@@H]2[C@H](C)CCCC(C)C)C1)(=O)C1C=CC=CC=1.[C:37]([O:45][C@H:46]1[CH2:70][CH2:69][C@@:68]2([CH3:71])[C@@H:48]([CH2:49][CH:50]=[C:51]3[C@@H:67]2[CH2:66][CH2:65][C@@:64]2([CH3:72])[C@@:52]43[O:73][C@H:53]4[CH2:54][C@@H:55]2[C@H:56]([CH3:63])[CH2:57][CH2:58][CH2:59][CH:60]([CH3:62])[CH3:61])[CH2:47]1)(=[O:44])[C:38]1[CH:43]=[CH:42][CH:41]=[CH:40][CH:39]=1.Cl(O)(=O)(=O)=O>CC(C)=O>[C:37]([O:45][C@H:46]1[CH2:70][CH2:69][C@@:68]2([CH3:71])[C@@H:48]([CH2:49][CH2:50][C:51]3[C@@H:67]2[CH2:66][CH2:65][C@@:64]2([CH3:72])[C:52]=3[C:53](=[O:73])[CH2:54][C@@H:55]2[C@H:56]([CH3:63])[CH2:57][CH2:58][CH2:59][CH:60]([CH3:62])[CH3:61])[CH2:47]1)(=[O:44])[C:38]1[CH:43]=[CH:42][CH:41]=[CH:40][CH:39]=1. Reported procedure: In accordance with Scheme III, the epoxidation of (3β,5α)cholesta-7,14-dien-3-ol benzoate (2) to (3β,5α, 15α)-14,15-epoxycholest-7-en-3-ol benzoate (3) is carried out as described in Scheme II. Also when the epoxyolefin (3) is treated with a catalytic amount of a protic acid (preferably 70% perchloric acid) in acetone at a controlled temperature of about 23°-26° C. for 3 hours, the precursor compound (3β,5α)-3-(benzoyloxy)cholest-8(14)en-15-one (6) is obtained. However, it has been discovered th... The reactants are FC=1C=CC(=C(C1)C(CC(CNC1=C2C=NN(C2=CC(=C1)C)C=1C=C(C(=O)O)C=CC1)(C(F)(F)F)O)(C)C)OC (3-(4-{[4-[5-fluoro-2-(methyloxy)phenyl]-2-hydroxy-4-methyl-2-(trifluoromethyl)pentyl]amino}-6-methyl-1H-indazol-1-yl)benzoic acid), N1[C@H](C(=O)N)CCC1 (L-prolinamide). Product: FC=1C=CC(=C(C1)C(CC(CNC1=C2C=NN(C2=CC(=C1)C)C=1C=C(C=CC1)C(=O)N1[C@H](C(=O)N)CCC1)(C(F)(F)F)O)(C)C)OC (1-{[3-(4-{[4-[5-Fluoro-2-(methyloxy)phenyl]-2-hydroxy-4-methyl-2-(trifluoromethyl)pentyl]amino}-6-methyl-1H-indazol-1-yl)phenyl]carbonyl}-L-prolinamide). As a reaction SMILES: [F:1][C:2]1[CH:3]=[CH:4][C:5]([O:39][CH3:40])=[C:6]([C:8]([CH3:38])([CH3:37])[CH2:9][C:10]([OH:36])([C:32]([F:35])([F:34])[F:33])[CH2:11][NH:12][C:13]2[CH:21]=[C:20]([CH3:22])[CH:19]=[C:18]3[C:14]=2[CH:15]=[N:16][N:17]3[C:23]2[CH:24]=[C:25]([CH:29]=[CH:30][CH:31]=2)[C:26](O)=[O:27])[CH:7]=1.[NH:41]1[CH2:48][CH2:47][CH2:46][C@H:42]1[C:43]([NH2:45])=[O:44]>>[F:1][C:2]1[CH:3]=[CH:4][C:5]([O:39][CH3:40])=[C:6]([C:8]([CH3:37])([CH3:38])[CH2:9][C:10]([OH:36])([C:32]([F:34])([F:35])[F:33])[CH2:11][NH:12][C:13]2[CH:21]=[C:20]([CH3:22])[CH:19]=[C:18]3[C:14]=2[CH:15]=[N:16][N:17]3[C:23]2[CH:24]=[C:25]([C:26]([N:41]3[CH2:48][CH2:47][CH2:46][C@H:42]3[C:43]([NH2:45])=[O:44])=[O:27])[CH:29]=[CH:30][CH:31]=2)[CH:7]=1. Reported procedure: Prepared similarly to Example 1 from 3-(4-{[4-[5-fluoro-2-(methyloxy)phenyl]-2-hydroxy-4-methyl-2-(trifluoromethyl)pentyl]amino}-6-methyl-1H-indazol-1-yl)benzoic acid and L-prolinamide with System A used for purification by mass directed autopreparation Starting materials: CC(=O)Oc1ccc2cc(C(=O)O)ccc2c1, ClP(Cl)(Cl)(Cl)Cl, c1ccccc1. Yields the product CC(=O)Oc1ccc2cc(C(=O)Cl)ccc2c1. Reaction SMILES: [C:1]([CH3:2])(=[O:3])[O:4][c:5]1[cH:6][c:7]2[cH:8][cH:9][c:10]([C:15](=[O:16])[OH:17])[cH:11][c:12]2[cH:13][cH:14]1.[Cl:18][P:19]([Cl:20])([Cl:21])([Cl:22])[Cl:23].[cH:24]1[cH:25][cH:26][cH:27][cH:28][cH:29]1>>[C:1]([CH3:2])(=[O:3])[O:4][c:5]1[cH:6][c:7]2[cH:8][cH:9][c:10]([C:15](=[O:17])[Cl:18])[cH:11][c:12]2[cH:13][cH:14]1. Procedure: 8.04 g (30 mmol) 4-acetyl-6,11-dihydro-3-hydroxydibenz[b,e]oxepin-11-one is added to a solution of 4.14 g (180 mmol) sodium in 250 ml ethanol, it is heated for 10 minutes to reflux, cooled to room temperature, admixed with 14.6 g (100 mmol) diethyl oxalate, heated for 90 minutes to reflux, allowed to cool and filtered. The precipitate is taken up in 100 ml ethanol, the suspension is saturated with hydrogen chloride and subsequently heated for 1 hour to 50° C. After cooling it is poured onto ice ... Solvent: C(C)O (ethanol). As a reaction SMILES: [C:1]([C:4]1[C:9]2[O:10][CH2:11][C:12]3[CH:19]=[CH:18][CH:17]=[CH:16][C:13]=3[C:14](=[O:15])[C:8]=2[CH:7]=[CH:6][C:5]=1[OH:20])(=[O:3])[CH3:2].[Na].[C:22](OCC)(=O)[C:23]([O:25][CH2:26][CH3:27])=[O:24]>C(O)C>[CH2:26]([O:25][C:23]([C:22]1[O:20][C:5]2[CH:6]=[CH:7][C:8]3[C:14](=[O:15])[C:13]4[CH:16]=[CH:17][CH:18]=[CH:19][C:12]=4[CH2:11][O:10][C:9]=3[C:4]=2[C:1](=[O:3])[CH:2]=1)=[O:24])[CH3:27] |^1:20|. Reactants: C(C)(=O)C1=C(C=CC2=C1OCC1=C(C2=O)C=CC=C1)O (4-acetyl-6,11-dihydro-3-hydroxydibenz[b,e]oxepin-11-one), [Na] (sodium), C(C(=O)OCC)(=O)OCC (diethyl oxalate). Product: C(C)OC(=O)C=1OC=2C=CC3=C(C2C(C1)=O)OCC1=C(C3=O)C=CC=C1 (7,12-Dihydro-1H-4,13-dioxabenzo [4,5]cyclohepta [1,2-a] naphthalen-1,7-dione-3-carboxylic acid ethyl ester). Conditions: temperature 82 celsius. As a reaction SMILES: CC([OH:4])C.[Br:5][C:6]1[CH:7]=[C:8]([C:12]2([C:18]#[N:19])[CH2:17][CH2:16][O:15][CH2:14][CH2:13]2)[CH:9]=[CH:10][CH:11]=1.[OH-].[K+]>CS(C)=O>[Br:5][C:6]1[CH:7]=[C:8]([C:12]2([C:18]([NH2:19])=[O:4])[CH2:13][CH2:14][O:15][CH2:16][CH2:17]2)[CH:9]=[CH:10][CH:11]=1 |f:2.3|. The reactants are CC(C)O (Propan-2-ol), BrC=1C=C(C=CC1)C1(CCOCC1)C#N (tetrahydro-4-(3-bromophenyl)-2H-pyran-4-nitrile), [OH-].[K+] (potassium hydroxide). Solvent: CS(=O)C (DMSO). Yields the product BrC=1C=C(C=CC1)C1(CCOCC1)C(=O)N (Tetrahydro-4-(3-bromophenyl)2H-pyran-4-carboxamide). Procedure: Propan-2-ol (100 ml), tetrahydro-4-(3-bromophenyl)-2H-pyran-4-nitrile (20.0 g, 0.075 mole, 1 eq.), potassium hydroxide (13.74 g, 0.245 mole, 3.26 eq.) were added to a reaction flask set for boiling at reflux under a nitrogen atmosphere, and the reaction mixture was heated with stirring at reflux, about 82° C. for 5-6 hours under nitrogen. After reaction completion, the mixture was cooled (<30° C.) and quenched with water (100 ml). The resultant slurry was filtered and the product residue, washed... The reactants are CC1(C2=C(C(=CC=C2)P(C3=CC=CC=C3)C4=CC=CC=C4)OC5=C(C=CC=C51)P(C6=CC=CC=C6)C7=CC=CC=C7)C (xantphos), NC=1C=NC=CC1 (3-aminopyridine), C([O-])([O-])=O.[K+].[K+] (Potassium carbonate), C(C)OC(=O)C=1SC(=CC1)C1=NC(=NC=C1)Cl (5-(2-Chloro-pyrimidin-4-yl)-thiophene-2-carboxylic acid ethyl ester). Reagents/catalysts: CC(=O)O.CC(=O)O.[Pd] (Palladium II acetate). The solvent is O1CCOCC1 (dioxane), CCOC(=O)C (EtOAc), O (water), O1CCOCC1 (dioxane). Conditions: temperature 100 celsius. The product is C(C)OC(=O)C=1SC(=CC1)C1=NC(=NC=C1)NC=1C=NC=CC1 (5-[2-(Pyridin-3-ylamino)-pyrimidin-4-yl]-thiophene-2-carboxylic acid ethyl ester). The yield is 62.4%. As a reaction SMILES: CC1(C)C2C(=C(P(C3C=CC=CC=3)C3C=CC=CC=3)C=CC=2)OC2C(P(C3C=CC=CC=3)C3C=CC=CC=3)=CC=CC1=2.C(=O)([O-])[O-].[K+].[K+].[CH2:49]([O:51][C:52]([C:54]1[S:55][C:56]([C:59]2[CH:64]=[CH:63][N:62]=[C:61](Cl)[N:60]=2)=[CH:57][CH:58]=1)=[O:53])[CH3:50].[NH2:66][C:67]1[CH:68]=[N:69][CH:70]=[CH:71][CH:72]=1>O1CCOCC1.CCOC(C)=O.O.CC(O)=O.CC(O)=O.[Pd]>[CH2:49]([O:51][C:52]([C:54]1[S:55][C:56]([C:59]2[CH:64]=[CH:63][N:62]=[C:61]([NH:66][C:67]3[CH:68]=[N:69][CH:70]=[CH:71][CH:72]=3)[N:60]=2)=[CH:57][CH:58]=1)=[O:53])[CH3:50] |f:1.2.3,9.10.11|. Procedure: Palladium II acetate (8.3 mg, 0.1 mmol) and xantphos 42.8 mg, 0.2 mmol) were precombined in 4 mL dry dioxane under nitrogen gas. Potassium carbonate (1.03 g, 7.46 mmol) was added followed by a solution of 5-(2-Chloro-pyrimidin-4-yl)-thiophene-2-carboxylic acid ethyl ester (100 mg, 0.373 mmol) and 3-aminopyridine (42 mg, 0.447 mmol) in 3 mL dioxane. The reaction was heated in a capped vial at 100° C. for 20 h. The cooled reaction mixture was diluted with EtOAc and water and the layers were separa... Reactants: O (Water), CC(C)([O-])C.[K+] (potassium t-butoxide), C(C(C)C)C1=CC=C(C=O)C=C1 (p-Isobutylbenzaldehyde), CSCS(C)=O (formaldehyde dimethyl mercaptal S-oxide). The solvent is C(Cl)Cl (methylene chloride), C(C)(C)(C)O (t-butanol), C(C)(C)(C)O (t-butanol). Reaction conditions: time 12 hour. RXN SMILES: [CH2:1]([C:5]1[CH:12]=[CH:11][C:8]([CH:9]=O)=[CH:7][CH:6]=1)[CH:2]([CH3:4])[CH3:3].[CH3:13][S:14][CH2:15][S:16](=[O:18])[CH3:17].CC(C)([O-])C.[K+].O>C(O)(C)(C)C.C(Cl)Cl>[CH3:17][S:16]([C:15]([S:14][CH3:13])=[CH:9][C:8]1[CH:11]=[CH:12][C:5]([CH2:1][CH:2]([CH3:4])[CH3:3])=[CH:6][CH:7]=1)=[O:18] |f:2.3|. Reported procedure: p-Isobutylbenzaldehyde (486 mg) and 450 mg of formaldehyde dimethyl mercaptal S-oxide were dissolved in 1 ml of t-butanol, and 2.0 ml of a 0.608N t-butanol solution of potassium t-butoxide was added. The mixture was stirred at room temperature for 12 hours. Water (0.5 ml) and 50 ml of methylene chloride were added to the reaction mixture. The resulting mixture was dried over anhydrous sodium sulfate. The drying agent and the insoluble matter were removed by filtration, and the filtrate was conce... Product: CS(=O)C(=CC1=CC=C(C=C1)CC(C)C)SC (1-methylsulfinyl-1-methylthio-2-(p-isobutylphenyl)ethylene). Isolated yield 87.2%. As a reaction SMILES: C([O:5][CH2:6][C:7]([O:9][C:10]1[CH:19]=[CH:18][C:13]([C:14]([O:16][CH3:17])=[O:15])=[CH:12][CH:11]=1)=O)(C)(C)C.C(O)(C(F)(F)F)=[O:21]>C(Cl)Cl>[C:6]([CH2:7][O:9][C:10]1[CH:19]=[CH:18][C:13]([C:14]([O:16][CH3:17])=[O:15])=[CH:12][CH:11]=1)([OH:5])=[O:21]. Reported procedure: Ester 24-1 was dissolved in 15 mL CH2Cl2, then 15 mL TFA was added. After 2 h, the mixture was concentrated providing 24-2 as a white solid. Run in C(Cl)Cl (CH2Cl2). Product: C(=O)(O)COC1=CC=C(C(=O)OC)C=C1 (Methyl 4-(carboxymethyloxy)benzoate). Reaction conditions: time 2 hour. The reactants are C(C)(C)(C)OCC(=O)OC1=CC=C(C(=O)OC)C=C1 (Methyl 4-(t-butyloxyacetyloxy)benzoate), C(=O)(C(F)(F)F)O (TFA). Reactants: F[B-](F)(F)F, CC(C)(C)c1ccc(CNCC(O)c2ccc(Cl)cc2)cc1, CCN(C(C)C)C(C)C, CN(C)C=O, O, CN(C)C(On1nnc2ccccc21)=[N+](C)C, O=C(O)c1cccc2cc[nH]c12. Product: CC(C)(C)c1ccc(CN(CC(O)c2ccc(Cl)cc2)C(=O)c2cccc3cc[nH]c23)cc1. As a reaction SMILES: [B-:13]([F:14])([F:15])([F:16])[F:17].[C:44]([CH3:45])([CH3:46])([CH3:47])[c:48]1[cH:49][cH:50][c:51]([CH2:52][NH:53][CH2:54][CH:55]([OH:56])[c:57]2[cH:58][cH:59][c:60]([Cl:63])[cH:61][cH:62]2)[cH:64][cH:65]1.[CH:35]([N:36]([CH2:37][CH3:38])[CH:39]([CH3:40])[CH3:41])([CH3:42])[CH3:43].[O:66]=[CH:67][N:68]([CH3:69])[CH3:70].[OH2:71].[n:18]1([O:19][C:20]([N:21]([CH3:22])[CH3:23])=[N+:24]([CH3:25])[CH3:26])[c:27]2[cH:28][cH:29][cH:30][cH:31][c:32]2[n:33][n:34]1.[nH:1]1[cH:2][cH:3][c:4]2[cH:5][cH:6][cH:7][c:8]([C:10](=[O:11])[OH:12])[c:9]12>>[nH:1]1[cH:2][cH:3][c:4]2[cH:5][cH:6][cH:7][c:8]([C:10](=[O:12])[N:53]([CH2:52][c:51]3[cH:50][cH:49][c:48]([C:44]([CH3:45])([CH3:46])[CH3:47])[cH:65][cH:64]3)[CH2:54][CH:55]([OH:56])[c:57]3[cH:58][cH:59][c:60]([Cl:63])[cH:61][cH:62]3)[c:9]12. Reactants: O1COC2=C1C=CC(=C2)C=2OC1=CC=C(C=C1C(C2O)=O)NC(C)=O (N-[2-(Benzo[1,3]dioxol-5-yl)-3-hydroxy-4-oxo-4H-chromen-6-yl]acetamide), B(Br)(Br)Br (boron tribromide). The solvent is C(Cl)Cl (methylenechloride). The product is OC=1C=C(C=CC1O)C=1OC2=CC=C(C=C2C(C1O)=O)NC(C)=O (N-[2-(3,4-Dihydroxyphenyl)-3-hydroxy-4-oxo-4H-chromen-6-yl]acetamide). The yield is 93215920.0%. As a reaction SMILES: [O:1]1[C:5]2[CH:6]=[CH:7][C:8]([C:10]3[O:11][C:12]4[C:17]([C:18](=[O:21])[C:19]=3[OH:20])=[CH:16][C:15]([NH:22][C:23](=[O:25])[CH3:24])=[CH:14][CH:13]=4)=[CH:9][C:4]=2[O:3]C1.B(Br)(Br)Br>C(Cl)Cl>[OH:3][C:4]1[CH:9]=[C:8]([C:10]2[O:11][C:12]3[C:17]([C:18](=[O:21])[C:19]=2[OH:20])=[CH:16][C:15]([NH:22][C:23](=[O:25])[CH3:24])=[CH:14][CH:13]=3)[CH:7]=[CH:6][C:5]=1[OH:1]. Procedure: 20 mg (59pmol) of the compound obtained in Example 23 was dissolved in 2 ml of methylenechloride, and the mixture was reacted with excess amount of boron tribromide (BBr3) at room temperature for 3 hours. The resulting product was concentrated. Then the produced solid was washed with methylenechloride and 10% methanol/methylenechloride, filtered, and dried to give 18 mg of the title compound in a yield of 93%.